This data is from the Open Reaction Database (ORD), a public repository of structured organic reaction records. The task is: describe an organic reaction: reactants, conditions, products, and yield Reactants: CC(=O)[O-], Cc1cc(C(C)C)cc(C)c1N, Cl, Cl, Cl, [Cu+2], [K+], NO, [Na], O, O=S(=O)([O-])[O-]. The product is Cc1cc(C(C)C)cc(C)c1C=O. RXN SMILES: [CH3:15][C:16]([O-:17])=[O:18].[CH3:2][c:3]1[c:4]([NH2:5])[c:6]([CH3:13])[cH:7][c:8]([CH:10]([CH3:11])[CH3:12])[cH:9]1.[ClH:19].[ClH:1].[ClH:24].[Cu+2:30].[K+:14].[NH2:20][OH:21].[Na:22].[OH2:23].[S:25]([O-:26])([O-:27])(=[O:28])=[O:29]>>[CH3:2][c:3]1[c:4]([CH:16]=[O:17])[c:6]([CH3:13])[cH:7][c:8]([CH:10]([CH3:11])[CH3:12])[cH:9]1.